Dataset: the Open Reaction Database (ORD), a public repository of structured organic reaction records. Task: describe an organic reaction: reactants, conditions, products, and yield The product is CCOc1cc([N+](=O)[O-])c(C=C(C#N)C(CCC(=O)O)C2CCOCC2)cc1Oc1ccccc1. Starting materials: CCOP(=O)(OCC)C(C#N)C(CCC(=O)O)C1CCOCC1, CCOc1cc([N+](=O)[O-])c(C=O)cc1Oc1ccccc1, C1CCOC1, C[Si](C)(C)[N-][Si](C)(C)C, [Li+], O. RXN SMILES: [C:1](#[N:2])[CH:3]([CH:4]([CH2:5][CH2:6][C:7](=[O:8])[OH:9])[CH:10]1[CH2:11][CH2:12][O:13][CH2:14][CH2:15]1)[P:16]([O:17][CH2:18][CH3:19])([O:20][CH2:21][CH3:22])=[O:23].[CH2:34]([CH3:35])[O:36][c:37]1[cH:38][c:39]([N+:52](=[O:53])[O-:54])[c:40]([CH:41]=[O:42])[cH:43][c:44]1[O:45][c:46]1[cH:47][cH:48][cH:49][cH:50][cH:51]1.[CH2:56]1[O:57][CH2:58][CH2:59][CH2:60]1.[CH3:24][Si:25]([N-:26][Si:27]([CH3:28])([CH3:29])[CH3:30])([CH3:31])[CH3:32].[Li+:33].[OH2:55]>>[C:1](#[N:2])[C:3]([CH:4]([CH2:5][CH2:6][C:7](=[O:8])[OH:9])[CH:10]1[CH2:11][CH2:12][O:13][CH2:14][CH2:15]1)=[CH:41][c:40]1[c:39]([N+:52](=[O:53])[O-:54])[cH:38][c:37]([O:36][CH2:34][CH3:35])[c:44]([O:45][c:46]2[cH:47][cH:48][cH:49][cH:50][cH:51]2)[cH:43]1. Yields the product C(C)C1=NN=C(S1)SCC1=CC(=CC(=N1)NCC1=NC(=CC=C1)NC(=O)OCC=C)N1CCOCC1 (6-(5-ethyl-1,3,4-thiadiazol-2-ylthiomethyl)-4-morpholino-2-[6-(2-propenyloxycarbonylamino)-2-pyridylmethylamino]pyridine). As a reaction SMILES: [CH2:1]([C:3]1[S:7][C:6]([S:8][CH:9]([C:11]2[N:16]=[C:15]([NH:17][CH2:18][C:19]3[CH:24]=[CH:23][CH:22]=[C:21]([NH:25][C:26]([O:28][CH2:29][CH:30]=[CH2:31])=[O:27])C=3)[CH:14]=[C:13]([N:32]3[CH2:37][CH2:36][O:35][CH2:34][CH2:33]3)[CH:12]=2)C)=[N:5][N:4]=1)[CH3:2].C(Br)C1C=CC=CC=1.ClCC1[N:53]=C(C(OCC)=O)C=CC=1>>[CH2:1]([C:3]1[S:7][C:6]([S:8][CH2:9][C:11]2[N:16]=[C:15]([NH:17][CH2:18][C:19]3[CH:24]=[CH:23][CH:22]=[C:21]([NH:25][C:26]([O:28][CH2:29][CH:30]=[CH2:31])=[O:27])[N:53]=3)[CH:14]=[C:13]([N:32]3[CH2:33][CH2:34][O:35][CH2:36][CH2:37]3)[CH:12]=2)=[N:5][N:4]=1)[CH3:2]. Procedure details: The above identified compound was obtained as a pale yellow solid in the same manner as in Example 1-(6), Example 4-(2) and (3) and Example 1-(7) except that benzyl bromide was changed to ethyl 6-chloromethylpyridine-2-carboxylate. Starting materials: C(C)C1=NN=C(S1)SC(C)C1=CC(=CC(=N1)NCC1=CC(=CC=C1)NC(=O)OCC=C)N1CCOCC1 ((±)-6-[1-(5-ethyl-1,3,4-thiadiazol-2-ylthio)ethyl]-4-morpholino-2-[3-(2-propenyloxycarbonylamino)benzylamino]pyridine), C(C1=CC=CC=C1)Br (benzyl bromide), ClCC1=CC=CC(=N1)C(=O)OCC (ethyl 6-chloromethylpyridine-2-carboxylate). Starting materials: BrCc1ccccc1, O=C([O-])[O-], [Cs+], [Cs+], COC(=O)c1cc(O)c(OC)c(F)c1, CN(C)C=O. Product: COC(=O)c1cc(F)c(OC)c(OCc2ccccc2)c1. As a reaction SMILES: [Br:21][CH2:22][c:23]1[cH:24][cH:25][cH:26][cH:27][cH:28]1.[C:15](=[O:16])([O-:17])[O-:18].[Cs+:19].[Cs+:20].[F:1][c:2]1[cH:3][c:4]([C:5](=[O:6])[O:7][CH3:8])[cH:9][c:10]([OH:14])[c:11]1[O:12][CH3:13].[O:29]=[CH:30][N:31]([CH3:32])[CH3:33]>>[F:1][c:2]1[cH:3][c:4]([C:5](=[O:6])[O:7][CH3:8])[cH:9][c:10]([O:14][CH2:22][c:23]2[cH:24][cH:25][cH:26][cH:27][cH:28]2)[c:11]1[O:12][CH3:13]. Starting materials: CCOC(=O)N=S(C)(=O)c1cccc(CBr)c1, O=C([O-])[O-], CN(C)C=O, CCOC(C)=O, [K+], [K+], CN(C)C=Nc1cc(N)ccc1C#N. Yields the product CCOC(=O)N=S(C)(=O)c1cccc(CNc2ccc(C#N)c(N=CN(C)C)c2)c1. RXN SMILES: [Br:15][CH2:16][c:17]1[cH:18][c:19]([S:23](=[O:24])(=[N:25][C:26](=[O:27])[O:28][CH2:29][CH3:30])[CH3:31])[cH:20][cH:21][cH:22]1.[C:32](=[O:33])([O-:34])[O-:35].[CH3:38][N:39]([CH3:40])[CH:41]=[O:42].[CH3:43][CH2:44][O:45][C:46](=[O:47])[CH3:48].[K+:36].[K+:37].[NH2:1][c:2]1[cH:3][cH:4][c:5]([C:13]#[N:14])[c:6]([N:8]=[CH:9][N:10]([CH3:11])[CH3:12])[cH:7]1>>[NH:1]([c:2]1[cH:3][cH:4][c:5]([C:13]#[N:14])[c:6]([N:8]=[CH:9][N:10]([CH3:11])[CH3:12])[cH:7]1)[CH2:16][c:17]1[cH:18][c:19]([S:23](=[O:24])(=[N:25][C:26](=[O:27])[O:28][CH2:29][CH3:30])[CH3:31])[cH:20][cH:21][cH:22]1.